Dataset: the Open Reaction Database (ORD), a public repository of structured organic reaction records. Task: describe an organic reaction: reactants, conditions, products, and yield Reactants: acid, NC1=NC=CC(=C1N)C (2,3-diamino-4-picoline), polyphosphoric acid, [NH4+].[OH-] (NH4OH). Conditions: temperature 100 celsius, time 3 hour. Yields the product CC1=C2C(=NC=C1)N=C(N2)CCC (7-methyl-2-propylimidazo[4.5-b]pyridine). The yield is 174.5%. RXN SMILES: [NH2:1][C:2]1[C:7]([NH2:8])=[C:6]([CH3:9])[CH:5]=[CH:4][N:3]=1.[NH4+].[OH-]>>[CH3:9][C:6]1[CH:5]=[CH:4][N:3]=[C:2]2[N:1]=[C:4]([CH2:5][CH2:6][CH3:7])[NH:8][C:7]=12 |f:1.2|. Procedure details: A mixture of burytic acid (6.57 mL, 71.9 mmol), 2,3-diamino-4-picoline (8.05 g, 65.4 mmol) (Lappin, G. R., Slezak, F. B. J. Am. Chem. Soc. (1950) 72, 7806-7) and polyphosphoric acid (50 g) was heated to 100° C. with stirring for 3 hours. The reaction was monitored by tlc of NH4OH neutralized aliquots. Basification (NH4OH), extraction (CH2Cl2, 4×50 mL), drying (K2CO3), purification (by filtering through 100 g SiO2, EtOAc elution), and concentration gave 10.0 g (95%) of the title compound as an am...